This data is from the Open Reaction Database (ORD), a public repository of structured organic reaction records. The task is: describe an organic reaction: reactants, conditions, products, and yield Starting materials: OCc1sccc1Br, [Li]CCCC, CN(C)C=O, CO, C1CCOC1, O. Yields the product O=Cc1ccsc1CO. As a reaction SMILES: [Br:1][c:2]1[c:3]([CH2:7][OH:8])[s:4][cH:5][cH:6]1.[CH2:14]([Li:15])[CH2:16][CH2:17][CH3:18].[CH3:19][N:20]([CH3:21])[CH:22]=[O:23].[CH3:25][OH:26].[O:9]1[CH2:10][CH2:13][CH2:12][CH2:11]1.[OH2:24]>>[c:2]1([CH:10]=[O:9])[c:3]([CH2:7][OH:8])[s:4][cH:5][cH:6]1. Reported procedure: Into an autoclave made of SUS316 having an internal volume of 100 ml were charged phenyl benzoate 30 g (151 mmole) produced above, dimethyl carbonate 6.82 g (75.7 mmole) and gallium triisopropoxide 0.38 g (1.51 mmole). The pressure was elevated to 20 kg/cm2 with nitrogen, and the contents were then reacted for two hours at 150° C. After completing the reaction, the reaction mixture was analyzed by gas chromatography. As a result, the yield of methyl phenyl carbonate was 25%, and the yield of dip... Isolated yield 45.0%. RXN SMILES: C(=O)(O[C:5]1[CH:10]=[CH:9][CH:8]=[CH:7][CH:6]=1)OC.[C:12](=O)([O:20]C1C=CC=CC=1)[O:13][C:14]1C=CC=CC=1>>[C:12]([O:13][CH3:14])(=[O:20])[C:5]1[CH:6]=[CH:7][CH:8]=[CH:9][CH:10]=1. Product: C(C1=CC=CC=C1)(=O)OC (methyl benzoate). Reactants: C(OC)(OC1=CC=CC=C1)=O (methyl phenyl carbonate), C(OC1=CC=CC=C1)(OC1=CC=CC=C1)=O (diphenyl carbonate). The reactants are BrC(C(S(=O)(=O)C1=CC=CC=C1)C1=CC=C(C=C1)Cl)C(C(C)(C)C)=O (2-Bromo-1-(4-chlorophenyl)-4,4-dimethyl-1-phenylsulfonylpentan-3-one), N1N=NC=C1 (triazole), O (water). Solvent: CN(C=O)C (dimethylformamide). The product is ClC1=CC=C(C=C1)C(=CC(C(C)(C)C)=O)S(=O)(=O)C1=CC=CC=C1 (1-(4-chlorophenyl)-4,4-dimethyl-1-phenylsulfonyl-1-penten-3-one). Isolated yield 73.0%. As a reaction SMILES: Br[CH:2]([C:20](=[O:25])[C:21]([CH3:24])([CH3:23])[CH3:22])[CH:3]([C:13]1[CH:18]=[CH:17][C:16]([Cl:19])=[CH:15][CH:14]=1)[S:4]([C:7]1[CH:12]=[CH:11][CH:10]=[CH:9][CH:8]=1)(=[O:6])=[O:5].N1C=CN=N1.O>CN(C)C=O>[Cl:19][C:16]1[CH:17]=[CH:18][C:13]([C:3]([S:4]([C:7]2[CH:8]=[CH:9][CH:10]=[CH:11][CH:12]=2)(=[O:5])=[O:6])=[CH:2][C:20](=[O:25])[C:21]([CH3:24])([CH3:23])[CH3:22])=[CH:14][CH:15]=1. Procedure: 2-Bromo-1-(4-chlorophenyl)-4,4-dimethyl-1-phenylsulfonylpentan-3-one (4.44 g) and triazole (2.76 g) were dissolved in dimethylformamide (30 ml), and the solution was refluxed for 2 hours. After cooling, it was poured into 100 ml of water and extracted with 100 ml of chloroform. The chloroform layer was washed for three times with water, dried over anhydrous sodium sulfate, and concentrated under reduced pressure. The residue was crystallized in n-hexane, and the crystals were collected by filtra... Reactants: O=C1Nc2ccccc2C2CCCC12, ClCCl, O, O=[N+]([O-])O, O=S(=O)(O)O. Yields the product O=C1Nc2ccc([N+](=O)[O-])cc2C2CCCC12. RXN SMILES: [CH2:10]1[CH2:11][CH2:12][CH:13]2[C:14](=[O:23])[NH:15][c:16]3[cH:17][cH:18][cH:19][cH:20][c:21]3[CH:22]12.[Cl:25][CH2:26][Cl:27].[OH2:24].[OH:1][N+:2]([O-:3])=[O:4].[S:5](=[O:6])(=[O:7])([OH:8])[OH:9]>>[O-:1][N+:2](=[O:4])[c:19]1[cH:18][cH:17][c:16]2[c:21]([cH:20]1)[CH:22]1[CH2:10][CH2:11][CH2:12][CH:13]1[C:14](=[O:23])[NH:15]2. Reactants: Cl (HCl), C(C)(C)(C)OC(N[C@@H](C)C1=CC=C(C=C1)C1CCN(CC1)C1=CC=C(C=C1)OCC)=O ((S)-(1-{4-[1-(4-ethoxy-phenyl)-piperidin-4-yl]-phenyl}-ethyl)-carbamic acid tert-butyl ester). Run in CO (methanol), ClCCl (dichloromethane). Conditions: temperature 50 celsius, time 1 hour. The product is Cl.Cl.C(C)OC1=CC=C(C=C1)N1CCC(CC1)C1=CC=C(C=C1)[C@H](C)N ((S)-1-{4-[1-(4-Ethoxy-phenyl)-piperidin-4-yl]-phenyl}-ethylamine dihydrochloride). Reaction SMILES: [ClH:1].C(OC(=O)[NH:8][C@H:9]([C:11]1[CH:16]=[CH:15][C:14]([CH:17]2[CH2:22][CH2:21][N:20]([C:23]3[CH:28]=[CH:27][C:26]([O:29][CH2:30][CH3:31])=[CH:25][CH:24]=3)[CH2:19][CH2:18]2)=[CH:13][CH:12]=1)[CH3:10])(C)(C)C>CO.ClCCl>[ClH:1].[ClH:1].[CH2:30]([O:29][C:26]1[CH:25]=[CH:24][C:23]([N:20]2[CH2:19][CH2:18][CH:17]([C:14]3[CH:13]=[CH:12][C:11]([C@@H:9]([NH2:8])[CH3:10])=[CH:16][CH:15]=3)[CH2:22][CH2:21]2)=[CH:28][CH:27]=1)[CH3:31] |f:4.5.6|. Procedure details: 11.3 mL (14.1 mmol) 1.25 N HCl in methanol are added to 900 mg (2.12 mmol) (S)-(1-{4-[1-(4-ethoxy-phenyl)-piperidin-4-yl]-phenyl}-ethyl)-carbamic acid tert-butyl ester (XII.1) in 25 mL dichloromethane. The mixture is stirred for 14 h at rt and for 1 h at 50° C. After that time, the solvent is removed in vacuo to yield the desired product. Starting materials: O=C(n1ccnc1)n1ccnc1, C1CCNC1, O=C(O)Cn1c(-c2ccc(Cl)cc2)nc2cccnc21, C1CCOC1. Yields the product O=C(Cn1c(-c2ccc(Cl)cc2)nc2cccnc21)N1CCCC1. As a reaction SMILES: [C:21]([n:22]1[cH:23][cH:24][n:25][cH:26]1)([n:27]1[cH:28][cH:29][n:30][cH:31]1)=[O:32].[CH2:33]1[CH2:34][CH2:35][NH:36][CH2:37]1.[Cl:1][c:2]1[cH:3][cH:4][c:5](-[c:8]2[n:9][c:10]3[c:11]([n:12][cH:13][cH:14][cH:15]3)[n:16]2[CH2:17][C:18](=[O:19])[OH:20])[cH:6][cH:7]1.[O:38]1[CH2:39][CH2:40][CH2:41][CH2:42]1>>[Cl:1][c:2]1[cH:3][cH:4][c:5](-[c:8]2[n:9][c:10]3[c:11]([n:12][cH:13][cH:14][cH:15]3)[n:16]2[CH2:17][C:18](=[O:20])[N:36]2[CH2:35][CH2:34][CH2:33][CH2:37]2)[cH:6][cH:7]1. Reactants: FC=1C(NC(NC1)=O)=O (5-fluorouracil), P12(=S)SP3(=S)SP(=S)(S1)SP(=S)(S2)S3 (phosphorus pentasulphide), O1CCOCC1 (dioxan). The solvent is N1=CC=CC=C1 (pyridine). The product is FC=1C(NC(NC1)=O)=S (5-Fluoro-4-thiouracil). Isolated yield 80.0%. As a reaction SMILES: [F:1][C:2]1[C:3](=O)[NH:4][C:5](=[O:8])[NH:6][CH:7]=1.P12(SP3(SP(SP(S3)(S1)=S)(=S)S2)=S)=[S:11].O1CCOCC1>N1C=CC=CC=1>[F:1][C:2]1[C:3](=[S:11])[NH:4][C:5](=[O:8])[NH:6][CH:7]=1. Procedure details: Prepared from 5-fluorouracil by the method of Ueda and Fox (see above) using phosphorus pentasulphide in pyridine. We find that dioxan is a better solvent in this reaction in which case the yield was 80% of a more pure product.